From a dataset of the Open Reaction Database (ORD), a public repository of structured organic reaction records. describe an organic reaction: reactants, conditions, products, and yield The reactants are C(C)(C)(C)OC([C@@H](NC(=O)OC(C)(C)C)CCC(=O)O)=O (N-tert.butyloxycarbonyl-L-glutamic acid 1-tert.-butyl ester), [N+](=[N-])=C (diazomethane). Run in CO (methanol). Reaction conditions: time 1 hour. Yields the product C(C)(C)(C)OC([C@@H](NC(=O)OC(C)(C)C)CCC(=O)OC)=O (Nα-tert.-butyloxycarbonyl-L-glutamic acid 5-methyl ester 1-tert.-butyl ester). RXN SMILES: [C:1]([O:5][C:6](=[O:21])[C@H:7]([CH2:16][CH2:17][C:18]([OH:20])=[O:19])[NH:8][C:9]([O:11][C:12]([CH3:15])([CH3:14])[CH3:13])=[O:10])([CH3:4])([CH3:3])[CH3:2].[N+](=[CH2:24])=[N-]>CO>[C:1]([O:5][C:6](=[O:21])[C@H:7]([CH2:16][CH2:17][C:18]([O:20][CH3:24])=[O:19])[NH:8][C:9]([O:11][C:12]([CH3:13])([CH3:14])[CH3:15])=[O:10])([CH3:2])([CH3:3])[CH3:4]. Reported procedure: 2.3 g of N-tert.butyloxycarbonyl-L-glutamic acid 1-tert.-butyl ester (7.58 mmol) are dissolved in 80 ml of methanol and a freshly prepared diazomethane solution (23 mmol of Diazald®) is added dropwise at room temperature. After one hour, the solvent is removed under vacuum. The compound is purified using chromatography on silica gel. (column: 18.5*4 cm, DCM/MeOH=99/1, Rf=0.99).